From a dataset of the Open Reaction Database (ORD), a public repository of structured organic reaction records. describe an organic reaction: reactants, conditions, products, and yield RXN SMILES: [Cl:15][CH2:16][CH2:17][CH2:18][N:19]1[CH2:20][CH2:21][CH2:22][CH2:23]1.[ClH:24].[F:1][c:2]1[c:3]([CH3:12])[cH:4][c:5]([CH:8]=[CH:9][CH2:10][OH:11])[cH:6][cH:7]1.[K+:14].[OH-:13]>>[F:1][c:2]1[c:3]([CH3:12])[cH:4][c:5]([CH:8]=[CH:9][CH2:10][O:11][CH2:16][CH2:17][CH2:18][N:19]2[CH2:20][CH2:21][CH2:22][CH2:23]2)[cH:6][cH:7]1. Reactants: ClCCCN1CCCC1, Cl, Cc1cc(C=CCO)ccc1F, [K+], [OH-]. Product: Cc1cc(C=CCOCCCN2CCCC2)ccc1F. Reactants: [BH4-], CCOC(=O)Cc1ccc(OC)c(-c2ccc(C(F)(F)F)cc2C#N)c1, C1CCOC1, CO, Cl, [Na+]. Yields the product CCOC(=O)Cc1ccc(OC)c(-c2ccc(C(F)(F)F)cc2CN)c1. RXN SMILES: [BH4-:27].[CH2:1]([CH3:2])[O:3][C:4]([CH2:5][c:6]1[cH:7][c:8](-[c:14]2[c:15]([C:24]#[N:25])[cH:16][c:17]([C:20]([F:21])([F:22])[F:23])[cH:18][cH:19]2)[c:9]([O:12][CH3:13])[cH:10][cH:11]1)=[O:26].[CH2:32]1[O:33][CH2:34][CH2:35][CH2:36]1.[CH3:30][OH:31].[ClH:29].[Na+:28]>>[CH2:1]([CH3:2])[O:3][C:4]([CH2:5][c:6]1[cH:7][c:8](-[c:14]2[c:15]([CH2:24][NH2:25])[cH:16][c:17]([C:20]([F:21])([F:22])[F:23])[cH:18][cH:19]2)[c:9]([O:12][CH3:13])[cH:10][cH:11]1)=[O:26]. Starting materials: FC(C1=CC=C2C(C(NC2=C1)=O)=O)(F)F (6-(trifluoromethyl)isatin), ClC1=CC=C(C=C1)O (4-chlorophenol), solution, C(C)[Mg]Br (ethyl magnesium bromide). Run in C1CCOC1 (THF), C1CCOC1 (THF). Run at time 4 hour. Yields the product ClC=1C=CC(=C(C1)C1(C(NC2=CC(=CC=C12)C(F)(F)F)=O)O)O ((±)-3-(5-chloro-2-hydroxyphenyl)-1,3-dihydro-3-hydroxy-6-(trifluoromethyl)-2H-indole-2-one). Yield: 85.7%. As a reaction SMILES: [Cl:1][C:2]1[CH:7]=[CH:6][C:5]([OH:8])=[CH:4][CH:3]=1.C([Mg]Br)C.[F:13][C:14]([F:27])([F:26])[C:15]1[CH:23]=[C:22]2[C:18]([C:19](=[O:25])[C:20](=[O:24])[NH:21]2)=[CH:17][CH:16]=1>C1COCC1>[Cl:1][C:2]1[CH:7]=[CH:6][C:5]([OH:8])=[C:4]([C:19]2([OH:25])[C:18]3[C:22](=[CH:23][C:15]([C:14]([F:27])([F:13])[F:26])=[CH:16][CH:17]=3)[NH:21][C:20]2=[O:24])[CH:3]=1. Procedure: To a solution of 4-chlorophenol (2.87 g, 22.3 mmol) in THF (30 mL) at 0° C., 1.0 M solution of ethyl magnesium bromide (22.3 mL, 22.3 mmol) in THF was added dropwise. The resulting white suspension was then concentrated to dryness and dissolved in CH2Cl2 (30 mL). Neat 6-(trifluoromethyl)isatin (4.0 g, 18.6 mmol) was then added at once. After stirring at room temperature for 4 hours, the reaction was quenched with 1N HCl solution. The organic layer was separated, washed with water and brine, drie... Starting materials: C1(=CC=CC=C1)C#CC(=O)OCC (ethyl phenylpropiolate), N-Butyl-lithium, C(C)(=O)O (acetic acid), solution, CP(OC)(OC)=O (dimethyl methylphosphonate). Run in O1CCCC1 (tetrahydrofuran), CCCCCC (hexane), O1CCCC1 (tetrahydrofuran). Run at temperature -78 celsius, time 15 minute. The product is O=C(CP(OC)(OC)=O)C#CC1=CC=CC=C1 (dimethyl 2-oxo-4-phenylbut-3-ynylphosphonate). RXN SMILES: [CH3:1][P:2](=[O:7])([O:5][CH3:6])[O:3][CH3:4].[C:8]1([C:14]#[C:15][C:16](OCC)=[O:17])[CH:13]=[CH:12][CH:11]=[CH:10][CH:9]=1.C(O)(=O)C>CCCCCC.O1CCCC1>[O:17]=[C:16]([C:15]#[C:14][C:8]1[CH:13]=[CH:12][CH:11]=[CH:10][CH:9]=1)[CH2:1][P:2](=[O:7])([O:5][CH3:6])[O:3][CH3:4]. Procedure details: N-Butyl-lithium (13.5 ml. of a 2.29 M solution in hexane) was added dropwise to a stirred solution of dimethyl methylphosphonate (3.84 g.) in anhydrous tetrahydrofuran (25 ml.) at -78° under argon. After 15 minutes, a solution of ethyl phenylpropiolate (2.5 g.) in anhydrous tetrahydrofuran (20 ml.) was added. The reaction mixture was stirred for 2 hours at -78° C., allowed to warm to ambient temperature and stirred for 18 hours, and adjusted to pH 5 by addition of glacial acetic acid. The tetrah... Starting materials: Nc1ccc(OCc2ccccc2)cc1, CC(C)O, Clc1ncnc2ccc(Br)cc12. Yields the product Cl, Brc1ccc2ncnc(Nc3ccc(OCc4ccccc4)cc3)c2c1. RXN SMILES: [CH2:13]([c:14]1[cH:15][cH:16][cH:17][cH:18][cH:19]1)[O:20][c:21]1[cH:22][cH:23][c:24]([NH2:25])[cH:26][cH:27]1.[CH3:28][CH:29]([OH:30])[CH3:31].[Cl:1][c:2]1[n:3][cH:4][n:5][c:6]2[cH:7][cH:8][c:9]([Br:12])[cH:10][c:11]12>>[ClH:1].[c:2]1([NH:25][c:24]2[cH:23][cH:22][c:21]([O:20][CH2:13][c:14]3[cH:15][cH:16][cH:17][cH:18][cH:19]3)[cH:27][cH:26]2)[n:3][cH:4][n:5][c:6]2[cH:7][cH:8][c:9]([Br:12])[cH:10][c:11]12. The reactants are [Si](C)(C)(C(C)(C)C)OCC=1C=C(OCC2=CC(=CS2)C=O)C=CC1CO[Si](C)(C)C(C)(C)C (5-[3,4-bis(tert-butyldimethylsilanyloxymethyl)phenoxymethyl]thiophene-3-carbaldehyde), C(C)[Mg]Br (ethylmagnesium bromide). Yields the product [Si](C)(C)(C(C)(C)C)OCC=1C=C(OCC2=CC(=CS2)C(CC)O)C=CC1CO[Si](C)(C)C(C)(C)C (1-{5-[3,4-bis(tert-Butyldimethylsilanyloxymethyl)-phenoxymethyl]-3-thienyl}-1-propanol). As a reaction SMILES: [Si:1]([O:8][CH2:9][C:10]1[CH:11]=[C:12]([CH:22]=[CH:23][C:24]=1[CH2:25][O:26][Si:27]([C:30]([CH3:33])([CH3:32])[CH3:31])([CH3:29])[CH3:28])[O:13][CH2:14][C:15]1[S:19][CH:18]=[C:17]([CH:20]=[O:21])[CH:16]=1)([C:4]([CH3:7])([CH3:6])[CH3:5])([CH3:3])[CH3:2].[CH2:34]([Mg]Br)[CH3:35]>>[Si:1]([O:8][CH2:9][C:10]1[CH:11]=[C:12]([CH:22]=[CH:23][C:24]=1[CH2:25][O:26][Si:27]([C:30]([CH3:33])([CH3:32])[CH3:31])([CH3:28])[CH3:29])[O:13][CH2:14][C:15]1[S:19][CH:18]=[C:17]([CH:20]([OH:21])[CH2:34][CH3:35])[CH:16]=1)([C:4]([CH3:7])([CH3:6])[CH3:5])([CH3:3])[CH3:2]. Procedure details: In a manner similar to that of Example 9(a), by reaction of 33 g (65 mmol) of 5-[3,4-bis(tert-butyldimethylsilanyloxymethyl)phenoxymethyl]thiophene-3-carbaldehyde with 44 mL (130 mmol) of ethylmagnesium bromide, the product is obtained in the form of a yellow oil (m=28.4 g; Y=88%).